This data is from the Open Reaction Database (ORD), a public repository of structured organic reaction records. The task is: describe an organic reaction: reactants, conditions, products, and yield The reactants are C(C)(=O)NC(CCCCCC[C@H]1[C@@H](C[C@H]([C@@H]1\C=C\[C@@H](CCC=C(C)C)OC1OCCCC1)OC1OCCCC1)Cl)=O ((13E)-(8R,9R,11R,12R,15R)-9-chloro-11,15-bis(tetrahydropyran-2-yloxy)-19-methyl-13,18-prostadienoic acid acetylamide), mixture. The solvent is C(C)(=O)O.O.O1CCCC1 (acetic acid water tetrahydrofuran). The product is C(C)(=O)NC(CCCCCC[C@H]1[C@@H](C[C@H]([C@@H]1\C=C\[C@H](CCC=C(C)C)O)O)Cl)=O ((13E)-(8R,9R,11R,12R,15S)-9-Chloro-11,15-dihydroxy-19-methyl-13,18-prostadienoic Acid Acetylamide). Yield: 59.7%. RXN SMILES: [C:1]([NH:4][C:5](=[O:41])[CH2:6][CH2:7][CH2:8][CH2:9][CH2:10][CH2:11][C@@H:12]1[C@@H:16](/[CH:17]=[CH:18]/[C@H:19]([O:26]C2CCCCO2)[CH2:20][CH2:21][CH:22]=[C:23]([CH3:25])[CH3:24])[C@H:15]([O:33]C2CCCCO2)[CH2:14][C@H:13]1[Cl:40])(=[O:3])[CH3:2]>C(O)(=O)C.O.O1CCCC1>[C:1]([NH:4][C:5](=[O:41])[CH2:6][CH2:7][CH2:8][CH2:9][CH2:10][CH2:11][C@@H:12]1[C@@H:16](/[CH:17]=[CH:18]/[C@@H:19]([OH:26])[CH2:20][CH2:21][CH:22]=[C:23]([CH3:24])[CH3:25])[C@H:15]([OH:33])[CH2:14][C@H:13]1[Cl:40])(=[O:3])[CH3:2] |f:1.2.3|. Reported procedure: 460 mg of (13E)-(8R,9R,11R,12R,15R)-9-chloro-11,15-bis(tetrahydropyran-2-yloxy)-19-methyl-13,18-prostadienoic acid acetylamide was stirred under argon at room temperature for 17 hours with 10 ml of a mixture of acetic acid/water/tetrahydrofuran (65/35/10). The mixture was then concentrated under vacuum, and the residue was purified by column chromatography on silica gel with hexane/0-100% ethyl acetate as the eluent, thus obtaining 197 mg of the title compound. Reactants: CC[SiH](CC)CC, O=C(O)C(F)(F)F, N#Cc1ccc2c(c1)OCC21C(=O)N(C(c2ccccc2)c2ccccc2)c2ccccc21. Yields the product N#Cc1ccc2c(c1)OCC21C(=O)Nc2ccccc21. Reaction SMILES: [CH2:41]([SiH:42]([CH2:43][CH3:44])[CH2:45][CH3:46])[CH3:47].[OH:34][C:35]([C:36]([F:37])([F:38])[F:39])=[O:40].[c:1]1([CH:2]([c:3]2[cH:4][cH:5][cH:6][cH:7][cH:28]2)[N:8]2[C:9](=[O:27])[C:10]3([CH2:11][O:12][c:13]4[c:14]3[cH:15][cH:16][c:17]([C:19]#[N:20])[cH:18]4)[c:21]3[cH:22][cH:23][cH:24][cH:25][c:26]32)[cH:29][cH:30][cH:31][cH:32][cH:33]1>>[NH:8]1[C:9](=[O:27])[C:10]2([CH2:11][O:12][c:13]3[c:14]2[cH:15][cH:16][c:17]([C:19]#[N:20])[cH:18]3)[c:21]2[cH:22][cH:23][cH:24][cH:25][c:26]21. The reactants are CC(C)(C)[Si](C)(C)Cl (TBDMSCl), NC=1C=C(C=C(C1)C)CO ((3-amino-5-methylphenyl)methanol), N1C=NC=C1 (imidazole). The solvent is C(Cl)Cl (CH2Cl2), O (H2O). Yields the product EtOAc hexanes, [Si](C)(C)(C(C)(C)C)OCC=1C=C(N)C=C(C1)C (3-({[tert-butyl(dimethyl)silyl]oxy}methyl)-5-methylaniline). Yield: 20.0%. Reaction SMILES: [NH2:1][C:2]1[CH:3]=[C:4]([CH2:9][OH:10])[CH:5]=[C:6]([CH3:8])[CH:7]=1.N1C=CN=C1.[CH3:16][C:17]([Si:20](Cl)([CH3:22])[CH3:21])([CH3:19])[CH3:18]>C(Cl)Cl.O>[Si:20]([O:10][CH2:9][C:4]1[CH:3]=[C:2]([CH:7]=[C:6]([CH3:8])[CH:5]=1)[NH2:1])([C:17]([CH3:19])([CH3:18])[CH3:16])([CH3:22])[CH3:21]. Procedure details: To a solution of (3-amino-5-methylphenyl)methanol (prepared according to: Behrens, C.; Egholm, M.; Buchardt, O. Synthesis 1992, 12, 1235-1236, 750 mg, 5.47 mmol) in CH2Cl2 (25 mL) was added imidazole (447 mg, 6.56 mmol) then TBDMSCl (989 mg, 6.56 mmol) at room temperature. After 72 hours the mixture was diluted with H2O. The layers were separated and the aqueous extracted with CH2Cl2 (2×). The combined organic layers were dried (MgSO4), filtered, and concentrated. Flash column chromatography (20... Starting materials: Cc1c(Br)cccc1CBr, O=C([O-])[O-], CC#N, CCOC(C)=O, [K+], [K+], c1ccc2[nH]cnc2c1. The product is Cc1c(Br)cccc1Cn1cnc2ccccc21. Reaction SMILES: [Br:1][c:2]1[c:3]([CH3:10])[c:4]([CH2:8][Br:9])[cH:5][cH:6][cH:7]1.[C:20](=[O:21])([O-:22])[O-:23].[CH3:26][C:27]#[N:28].[CH3:29][CH2:30][O:31][C:32]([CH3:33])=[O:34].[K+:24].[K+:25].[nH:11]1[cH:12][n:13][c:14]2[c:15]1[cH:16][cH:17][cH:18][cH:19]2>>[Br:1][c:2]1[c:3]([CH3:10])[c:4]([CH2:8][n:11]2[cH:12][n:13][c:14]3[c:15]2[cH:16][cH:17][cH:18][cH:19]3)[cH:5][cH:6][cH:7]1.